Dataset: the Open Reaction Database (ORD), a public repository of structured organic reaction records. Task: describe an organic reaction: reactants, conditions, products, and yield As a reaction SMILES: [CH3:19][O:20][CH:21]([O:22][CH3:23])[O:24][CH3:25].[CH3:1][O:2][c:3]1[c:4]([CH2:16][CH2:17][CH3:18])[c:5]([CH:6]=[O:7])[cH:8][c:9]([N+:13](=[O:14])[O-:15])[c:10]1[O:11][CH3:12].[CH3:28][OH:29].[K+:27].[OH-:26]>>[CH3:1][O:2][c:3]1[c:4]([CH2:16][CH2:17][CH3:18])[c:5]([CH:21]([O:22][CH3:23])[O:24][CH3:25])[cH:8][c:9]([N+:13](=[O:14])[O-:15])[c:10]1[O:11][CH3:12]. The reactants are COC(OC)OC, CCCc1c(C=O)cc([N+](=O)[O-])c(OC)c1OC, CO, [K+], [OH-]. Yields the product CCCc1c(C(OC)OC)cc([N+](=O)[O-])c(OC)c1OC. The reactants are C(C)(=O)OC(C)=O (Acetic anhydride), C(C)(=O)N1C(C(N(C(=C1)C1=CC(=C(C(=C1)O)O)O)CC(=O)O)=O)C(C)C ({(3RS)-4-acetyl-3-isopropyl-2-oxo-6-(3,4,5-trihydroxyphenyl)-1,2,3,4-tetrahydropyrazin-1-yl}acetic acid). Solvent: CC(=O)C (acetone). Yields the product C(C)(=O)N1C(C(N(C(=C1)C1=CC(=C(C(=C1)OC(C)=O)OC(C)=O)OC(C)=O)CC(=O)O)=O)C(C)C ({(3RS)-4-Acetyl-3-isopropyl-2-oxo-6-(3,4,5-triacetoxyphenyl)-1,2,3,4-tetrahydropyrazin-1-yl}acetic acid). Reaction SMILES: [C:1]([O:4][C:5](=O)[CH3:6])(=[O:3])[CH3:2].[C:8]([N:11]1[CH:16]=[C:15]([C:17]2[CH:22]=[C:21]([OH:23])[C:20]([OH:24])=C(O)C=2)[N:14]([CH2:26][C:27]([OH:29])=[O:28])[C:13](=[O:30])[CH:12]1[CH:31]([CH3:33])[CH3:32])(=[O:10])[CH3:9]>CC(C)=O>[C:8]([N:11]1[CH:16]=[C:15]([C:17]2[CH:6]=[C:5]([O:4][C:1](=[O:3])[CH3:2])[C:20]([O:24][C:1](=[O:3])[CH3:2])=[C:21]([O:23][C:5](=[O:4])[CH3:6])[CH:22]=2)[N:14]([CH2:26][C:27]([OH:29])=[O:28])[C:13](=[O:30])[CH:12]1[CH:31]([CH3:33])[CH3:32])(=[O:10])[CH3:9]. Procedure details: Acetic anhydride is added to a suspension of {(3RS)-4-acetyl-3-isopropyl-2-oxo-6-(3,4,5-trihydroxyphenyl)-1,2,3,4-tetrahydropyrazin-1-yl}acetic acid (630 mg, Reference compound No. 62-2) in acetone (10 ml), and the mixture is stirred for one week. The reaction mixture is concentrated under reduced pressure to give the titled reference compound (790 mg). The reactants are OC1=CC=C(C(=O)C2=CC=C(CSC=3N(C(C4=C(N3)C=CS4)=O)C)C=C2)C=C1 (2-[4-(4-hydroxybenzoyl)benzylthio]-3-methylthieno[3,2-d]pyrimidin-4(3H)-one), Cl.ClCCN1CCCCC1 (1-(2-chloroethyl) piperidine hydrochloride), C([O-])([O-])=O.[K+].[K+] (potassium carbonate). Run in CN(C)C=O (DMF). The product is CN1C(=NC2=C(C1=O)SC=C2)SCC2=CC=C(C=C2)C(C2=CC=C(C=C2)OCCN2CCCCC2)=O (3-Methyl-2-[4-[4-(2-piperidinoethoxy) benzoyl]benzylthio]thieno[3,2-d]pyrimidin-4(3H)-one). The yield is 90.7%. Reaction SMILES: [OH:1][C:2]1[CH:28]=[CH:27][C:5]([C:6]([C:8]2[CH:26]=[CH:25][C:11]([CH2:12][S:13][C:14]3[N:15]([CH3:24])[C:16](=[O:23])[C:17]4[S:22][CH:21]=[CH:20][C:18]=4[N:19]=3)=[CH:10][CH:9]=2)=[O:7])=[CH:4][CH:3]=1.Cl.Cl[CH2:31][CH2:32][N:33]1[CH2:38][CH2:37][CH2:36][CH2:35][CH2:34]1.C(=O)([O-])[O-].[K+].[K+]>CN(C=O)C>[CH3:24][N:15]1[C:16](=[O:23])[C:17]2[S:22][CH:21]=[CH:20][C:18]=2[N:19]=[C:14]1[S:13][CH2:12][C:11]1[CH:25]=[CH:26][C:8]([C:6](=[O:7])[C:5]2[CH:27]=[CH:28][C:2]([O:1][CH2:31][CH2:32][N:33]3[CH2:38][CH2:37][CH2:36][CH2:35][CH2:34]3)=[CH:3][CH:4]=2)=[CH:9][CH:10]=1 |f:1.2,3.4.5|. Procedure details: A solution of 2-[4-(4-hydroxybenzoyl)benzylthio]-3-methylthieno[3,2-d]pyrimidin-4(3H)-one (408 mg), 1-(2-chloroethyl) piperidine hydrochloride (202 mg) and potassium carbonate (414 mg) in DMF (10 ml) was stirred at 60° C. for 15 hours. This reaction mixture was concentrated and the residue was dissolved in ethyl acetate, washed with water, and dried. Then, hydrogen chloride/ethyl acetate was added and the precipitated hydrochloride was collected by filtration and dried to provide the title compo... Reactants: O=C1Nc2ccc(Br)c3c2C1(CCCCBr)CCC3, O=C([O-])[O-], c1ccc2c3c([nH]c2c1)CNCC3, [K+], [K+], CN(C)C=O. Product: O=C1Nc2ccc(Br)c3c2C1(CCCCN1CCc2c([nH]c4ccccc24)C1)CCC3. Reaction SMILES: [Br:20][c:21]1[c:22]2[c:23]3[c:27]([cH:28][cH:29]1)[NH:26][C:25](=[O:30])[C:24]3([CH2:34][CH2:35][CH2:36][CH2:37][Br:38])[CH2:31][CH2:32][CH2:33]2.[C:14](=[O:15])([O-:16])[O-:17].[CH2:1]1[NH:2][CH2:3][CH2:4][c:5]2[c:6]1[nH:7][c:8]1[cH:9][cH:10][cH:11][cH:12][c:13]21.[K+:18].[K+:19].[O:39]=[CH:40][N:41]([CH3:42])[CH3:43]>>[CH2:1]1[N:2]([CH2:37][CH2:36][CH2:35][CH2:34][C:24]23[c:23]4[c:22]([c:21]([Br:20])[cH:29][cH:28][c:27]4[NH:26][C:25]2=[O:30])[CH2:33][CH2:32][CH2:31]3)[CH2:3][CH2:4][c:5]2[c:6]1[nH:7][c:8]1[cH:9][cH:10][cH:11][cH:12][c:13]21. Starting materials: CCN=C=NCCCN(C)C, COc1ccc(Cn2nc(N3CCC(N(C)C)C3)c3c(Oc4ccc(N)cc4F)ccnc32)cc1, CCN(C(C)C)C(C)C, ClCCl, O=C(O)c1ccnn(-c2ccc(F)cc2)c1=O. The product is COc1ccc(Cn2nc(N3CCC(N(C)C)C3)c3c(Oc4ccc(NC(=O)c5ccnn(-c6ccc(F)cc6)c5=O)cc4F)ccnc32)cc1. As a reaction SMILES: [CH3:27][CH2:28][N:29]=[C:30]=[N:31][CH2:32][CH2:33][CH2:34][N:35]([CH3:36])[CH3:37].[CH3:38][O:39][c:40]1[cH:41][cH:42][c:43]([CH2:44][n:45]2[n:46][c:47]([N:63]3[CH2:64][CH:65]([N:68]([CH3:69])[CH3:70])[CH2:66][CH2:67]3)[c:48]3[c:49]2[n:50][cH:51][cH:52][c:53]3[O:54][c:55]2[c:56]([F:62])[cH:57][c:58]([NH2:61])[cH:59][cH:60]2)[cH:71][cH:72]1.[CH:18]([N:19]([CH2:20][CH3:21])[CH:22]([CH3:23])[CH3:24])([CH3:25])[CH3:26].[Cl:73][CH2:74][Cl:75].[F:1][c:2]1[cH:3][cH:4][c:5](-[n:8]2[n:9][cH:10][cH:11][c:12]([C:15](=[O:16])[OH:17])[c:13]2=[O:14])[cH:6][cH:7]1>>[F:1][c:2]1[cH:3][cH:4][c:5](-[n:8]2[n:9][cH:10][cH:11][c:12]([C:15](=[O:17])[NH:61][c:58]3[cH:57][c:56]([F:62])[c:55]([O:54][c:53]4[c:48]5[c:47]([N:63]6[CH2:64][CH:65]([N:68]([CH3:69])[CH3:70])[CH2:66][CH2:67]6)[n:46][n:45]([CH2:44][c:43]6[cH:42][cH:41][c:40]([O:39][CH3:38])[cH:72][cH:71]6)[c:49]5[n:50][cH:51][cH:52]4)[cH:60][cH:59]3)[c:13]2=[O:14])[cH:6][cH:7]1. As a reaction SMILES: [CH2:17]1[O:18][CH2:19][CH2:20][CH2:21]1.[CH3:1][O:2][CH2:3][CH2:4][O:5][CH:6]1[CH2:7][CH2:8][C:9]2([O:10][CH2:13][CH2:12][O:11]2)[CH2:14][CH2:15]1.[ClH:16]>>[CH3:1][O:2][CH2:3][CH2:4][O:5][CH:6]1[CH2:7][CH2:8][C:9](=[O:10])[CH2:14][CH2:15]1. Product: COCCOC1CCC(=O)CC1. Starting materials: C1CCOC1, COCCOC1CCC2(CC1)OCCO2, Cl. Starting materials: ClC1=CC=C2C=3CCCCC3N3C2=C1CCNCC3 (6-chloro-2,3,4,5,9,10,11,12-octahydro-1H-[1,4]diazocino[7,8,1-jk]carbazole), C(#N)[BH3-].[Na+] (sodium cyanoborohydride), C(C)(=O)O (acetic acid). Reaction conditions: time 8 hour. Yields the product ClC1=CC=C2C3CCCCC3N3C2=C1CCN(CC3)CC (6-Chloro-3-ethyl-2,3,4,5,8b,9,10,11,12,12a-decahydro-1H-[1,4]diazocino[7,8,1-jk]carbazole). As a reaction SMILES: [Cl:1][C:2]1[C:14]2[CH2:15][CH2:16][NH:17][CH2:18][CH2:19][N:12]3[C:13]=2[C:5]([C:6]2[CH2:7][CH2:8][CH2:9][CH2:10][C:11]=23)=[CH:4][CH:3]=1.C([BH3-])#N.[Na+].[C:24](O)(=O)[CH3:25]>>[Cl:1][C:2]1[C:14]2[CH2:15][CH2:16][N:17]([CH2:24][CH3:25])[CH2:18][CH2:19][N:12]3[C:13]=2[C:5]([CH:6]2[CH:11]3[CH2:10][CH2:9][CH2:8][CH2:7]2)=[CH:4][CH:3]=1 |f:1.2|. Procedure details: To a solution of 6-chloro-2,3,4,5,9,10,11,12-octahydro-1H-[1,4]diazocino[7,8,1-jk]carbazole (0.20 g, 0.73 mmole) in acetic acid (50 mL) was added excess sodium cyanoborohydride (0.23 g, 3.65 mmole) and the reaction mixture was stirred at room temperature overnight. The solvent was removed in vacuo and the residue was diluted with methylene chloride (200 mL) and washed with aqueous sodium hydroxide (1N, 150 mL), saturated sodium chloride (150 mL), dried (sodium sulfate) and concentrated. Purifica... The reactants are S1C(=CC=C1)C=CC(=O)NC1=C(C(=O)O)C=CC=C1 (2-[3-(2-thienyl)acrylamido]benzoic acid), N[C@@H](CCCCN)C(=O)O (L-lysine). Run in O (water), O1CCCC1 (tetrahydrofuran). Run at time 1.5 hour. The product is N[C@@H](CCCCN)C(=O)O.S1C(=CC=C1)C=CC(=O)NC1=C(C(=O)O)C=CC=C1 (2-[3-(2-thienyl)acrylamido]benzoic acid L-lysine salt). The yield is 67.5%. Reaction SMILES: [S:1]1[CH:5]=[CH:4][CH:3]=[C:2]1[CH:6]=[CH:7][C:8]([NH:10][C:11]1[CH:19]=[CH:18][CH:17]=[CH:16][C:12]=1[C:13]([OH:15])=[O:14])=[O:9].[NH2:20][C@H:21]([C:27]([OH:29])=[O:28])[CH2:22][CH2:23][CH2:24][CH2:25][NH2:26]>O1CCCC1.O>[NH2:20][C@H:21]([C:27]([OH:29])=[O:28])[CH2:22][CH2:23][CH2:24][CH2:25][NH2:26].[S:1]1[CH:5]=[CH:4][CH:3]=[C:2]1[CH:6]=[CH:7][C:8]([NH:10][C:11]1[CH:19]=[CH:18][CH:17]=[CH:16][C:12]=1[C:13]([OH:15])=[O:14])=[O:9] |f:4.5|. Procedure details: To a solution of 2-[3-(2-thienyl)acrylamido]benzoic acid (500 mg, 1.8 mmol) in tetrahydrofuran (5 ml) was added L-lysine (267 mg, 1.8 mmol) dissolved in water (3 ml). After stirring the mixture at room temperature for 1.5 hour, the solvent was removed, and the residue was triturated with ether to give crystals. After filtering and drying, the crystals were dissolved in water, the insoluble matter was removed and water was distilled off. The residue was crystallized with ether to give pale yellow... The reactants are COc1cc(C(=O)N2CCC(CCN3CCC(Nc4nc5ccccc5[nH]4)CC3)(c3ccc(F)c(F)c3)C2)cc(OC)c1OC, CS(=O)(=O)CCOS(C)(=O)=O, [Li]C(C)CC, C1CCOC1, O. Product: COc1cc(C(=O)N2CCC(CCN3CCC(Nc4nc5ccccc5n4CCS(C)(=O)=O)CC3)(c3ccc(F)c(F)c3)C2)cc(OC)c1OC. As a reaction SMILES: [CH3:1][O:2][c:3]1[cH:4][c:5]([C:6](=[O:7])[N:8]2[CH2:9][C:10]([c:13]3[cH:14][c:15]([F:20])[c:16]([F:19])[cH:17][cH:18]3)([CH2:21][CH2:22][N:23]3[CH2:24][CH2:25][CH:26]([NH:29][c:30]4[n:31][c:32]5[c:33]([nH:34]4)[cH:35][cH:36][cH:37][cH:38]5)[CH2:27][CH2:28]3)[CH2:11][CH2:12]2)[cH:39][c:40]([O:44][CH3:45])[c:41]1[O:42][CH3:43].[CH3:56][S:57]([O:58][CH2:61][CH2:62][S:63](=[O:64])(=[O:65])[CH3:66])(=[O:59])=[O:60].[CH:51]([Li:52])([CH2:53][CH3:54])[CH3:55].[O:46]1[CH2:47][CH2:48][CH2:49][CH2:50]1.[OH2:67]>>[CH3:1][O:2][c:3]1[cH:4][c:5]([C:6](=[O:7])[N:8]2[CH2:9][C:10]([c:13]3[cH:14][c:15]([F:20])[c:16]([F:19])[cH:17][cH:18]3)([CH2:21][CH2:22][N:23]3[CH2:24][CH2:25][CH:26]([NH:29][c:30]4[n:31]([CH2:61][CH2:62][S:63](=[O:64])(=[O:65])[CH3:66])[c:32]5[c:33]([n:34]4)[cH:35][cH:36][cH:37][cH:38]5)[CH2:27][CH2:28]3)[CH2:11][CH2:12]2)[cH:39][c:40]([O:44][CH3:45])[c:41]1[O:42][CH3:43].